Dataset: the Open Reaction Database (ORD), a public repository of structured organic reaction records. Task: describe an organic reaction: reactants, conditions, products, and yield The reactants are Cl, COCCNc1nc(N)c2nc(OC)n(Cc3ccccc3)c2n1, N. The product is COCCNc1nc(N)c2nc(O)n(Cc3ccccc3)c2n1. As a reaction SMILES: [ClH:26].[NH2:1][c:2]1[c:3]2[n:4][c:5]([O:23][CH3:24])[n:6]([CH2:16][c:17]3[cH:18][cH:19][cH:20][cH:21][cH:22]3)[c:7]2[n:8][c:9]([NH:11][CH2:12][CH2:13][O:14][CH3:15])[n:10]1.[NH3:25]>>[NH2:1][c:2]1[c:3]2[n:4][c:5]([OH:23])[n:6]([CH2:16][c:17]3[cH:18][cH:19][cH:20][cH:21][cH:22]3)[c:7]2[n:8][c:9]([NH:11][CH2:12][CH2:13][O:14][CH3:15])[n:10]1. Reactants: IC=1C=C(C=C(C1)I)[N+](=O)[O-] (3,5-diiodonitrobenzene), [Cl-] (chloride). Run in C(C)O (ethanol). Product: IC=1C=C(N)C=C(C1)I (3,5-diiodoaniline). The yield is 61.9%. As a reaction SMILES: [I:1][C:2]1[CH:3]=[C:4]([N+:9]([O-])=O)[CH:5]=[C:6]([I:8])[CH:7]=1.[Cl-]>C(O)C>[I:1][C:2]1[CH:3]=[C:4]([CH:5]=[C:6]([I:8])[CH:7]=1)[NH2:9]. Reported procedure: A mixture of 61.5 g (0.164 M) of 3,5-diiodonitrobenzene and 111.1 g (0.4924 M) of etannous chloride in 900 mL of ethanol was heated to reflux 1.5 hrs under nitrogen. The reaction mixture was cooled and most of the solvent was removed in vacuo. The residue was partitioned between ethyl acetate and excess ice-cold 5 N sodium hydroxide and ice. The organic phase was separated, washed with sat'd sodium chloride solution, and dried over anhyd. magnesium sulfate. Solvent removal afforded a crude oil w... Reactants: C(C1=CC=CC=C1)(=O)N1C(C2=C(N(C3=C1C=CC=C3)C)N=CC=C2)=O (6-Benzoyl-6,11-dihydro-11-methyl-5H-pyrido[2,3-b][1,5]-benzodiazepin-5-one), Cl (hydrochloric acid). Run in C(C)O (ethanol). Run at time 8 hour. Product: CN1C2=C(C(NC3=C1C=CC=C3)=O)C=CC=N2 (6,11-Dihydro-11-methyl-5H-pyrido[2,3-b][1,5]benzodiazepin-5-one). Reaction SMILES: C([N:9]1[C:15]2[CH:16]=[CH:17][CH:18]=[CH:19][C:14]=2[N:13]([CH3:20])[C:12]2[N:21]=[CH:22][CH:23]=[CH:24][C:11]=2[C:10]1=[O:25])(=O)C1C=CC=CC=1.Cl>C(O)C>[CH3:20][N:13]1[C:14]2[CH:19]=[CH:18][CH:17]=[CH:16][C:15]=2[NH:9][C:10](=[O:25])[C:11]2[CH:24]=[CH:23][CH:22]=[N:21][C:12]1=2. Reported procedure: A mixture of 9.4 g (0.0285 mol) of the product obtained in step b, 150 ml ethanol and 5 ml concentrated aqueous hydrochloric acid was refluxed for five hours while stirring. The clear yellowish solution that had been formed was set aside overnight. The resulting precipitate was collected by filtration and thoroughly washed with diluted aqueous ammonia. The product was dried overnight in a stream of nitrogen at room temperature and thereafter was recrystallized from n-propanol. The colorless prod... The reactants are F[B-](F)(F)F, COC(=O)C(=Cc1ccc(NC(=O)OC(C)(C)C)c(C)c1COC(C)=O)OC(=O)c1ccccc1, ClCCl, [H][H]. Yields the product COC(=O)C(Cc1ccc(NC(=O)OC(C)(C)C)c(C)c1COC(C)=O)OC(=O)c1ccccc1. As a reaction SMILES: [B-:36]([F:37])([F:38])([F:39])[F:40].[C:1]([c:2]1[cH:3][cH:4][cH:5][cH:6][cH:7]1)(=[O:8])[O:9][C:10](=[CH:11][c:12]1[c:13]([CH2:27][O:28][C:29]([CH3:30])=[O:31])[c:14]([CH3:26])[c:15]([NH:18][C:19](=[O:20])[O:21][C:22]([CH3:23])([CH3:24])[CH3:25])[cH:16][cH:17]1)[C:32](=[O:33])[O:34][CH3:35].[Cl:43][CH2:44][Cl:45].[H:41][H:42]>>[C:1]([c:2]1[cH:3][cH:4][cH:5][cH:6][cH:7]1)(=[O:8])[O:9][CH:10]([CH2:11][c:12]1[c:13]([CH2:27][O:28][C:29]([CH3:30])=[O:31])[c:14]([CH3:26])[c:15]([NH:18][C:19](=[O:20])[O:21][C:22]([CH3:23])([CH3:24])[CH3:25])[cH:16][cH:17]1)[C:32](=[O:33])[O:34][CH3:35]. Procedure: A mixture of 1.25 g (2.67 mmol) of the preceding ester and 3.21 ml of 1N KOH in 15 ml of tetrahydrofuran was stirred at room temperature overnight. The mixture was filtered and the solid washed with diethyl ether and ethyl acetate to give 0.5 g of potassium 7-{methyl-[4-(4-pyridinyloxy)benzene-sulfonyl]amino}-2-methylpyrazolo[1,5-a]pyrimidine-6-carboxylate. A 0.15 g sample of the preceding compound was dissolved in water and the pH adjusted to pH 6 with 2 N citric acid. The mixture was filtered ... Reaction conditions: time 8 hour. Reaction SMILES: [CH3:1][N:2]([S:18]([C:21]1[CH:26]=[CH:25][C:24]([O:27][C:28]2[CH:33]=[CH:32][N:31]=[CH:30][CH:29]=2)=[CH:23][CH:22]=1)(=[O:20])=[O:19])[C:3]1[N:8]2[N:9]=[C:10]([CH3:12])[CH:11]=[C:7]2[N:6]=[CH:5][C:4]=1[C:13]([O:15]CC)=[O:14].[OH-].[K+:35]>O1CCCC1>[CH3:1][N:2]([S:18]([C:21]1[CH:22]=[CH:23][C:24]([O:27][C:28]2[CH:33]=[CH:32][N:31]=[CH:30][CH:29]=2)=[CH:25][CH:26]=1)(=[O:20])=[O:19])[C:3]1[N:8]2[N:9]=[C:10]([CH3:12])[CH:11]=[C:7]2[N:6]=[CH:5][C:4]=1[C:13]([O-:15])=[O:14].[K+:35] |f:1.2,4.5|. Run in O1CCCC1 (tetrahydrofuran). The product is CN(C1=C(C=NC=2N1N=C(C2)C)C(=O)[O-])S(=O)(=O)C2=CC=C(C=C2)OC2=CC=NC=C2.[K+] (potassium 7-{methyl-[4-(4-pyridinyloxy)benzene-sulfonyl]amino}-2-methylpyrazolo[1,5-a]pyrimidine-6-carboxylate). The reactants are CN(C1=C(C=NC=2N1N=C(C2)C)C(=O)OCC)S(=O)(=O)C2=CC=C(C=C2)OC2=CC=NC=C2 (ethyl 7-{methyl-[4-(4-pyridinyloxy)-benzenesulfonyl]amino}-2-methylpyrazolo[1,5-a]pyrimidine-6-carboxylate), [OH-].[K+] (KOH).